Dataset: the Open Reaction Database (ORD), a public repository of structured organic reaction records. Task: describe an organic reaction: reactants, conditions, products, and yield Reactants: COCCNC(=O)c1nc(NC2CCCCC2N(C(=O)[O-])C(C)(C)C)c2cc(C)ccc2n1, CCOC(C)=O, CCOCC, CCOC(C)=O, Cl. Product: COCCNC(=O)c1nc(NC2CCCCC2N)c2cc(C)ccc2n1. As a reaction SMILES: [C:1]([N:5]([C:2](=[O:3])[O-:4])[CH:9]1[CH:10]([NH:15][c:16]2[n:17][c:18]([C:27](=[O:28])[NH:29][CH2:30][CH2:31][O:32][CH3:33])[n:19][c:20]3[cH:21][cH:22][c:23]([CH3:26])[cH:24][c:25]23)[CH2:11][CH2:12][CH2:13][CH2:14]1)([CH3:6])([CH3:7])[CH3:8].[C:34]([O:35][CH2:36][CH3:37])(=[O:38])[CH3:39].[CH3:41][CH2:42][O:43][CH2:44][CH3:45].[CH3:46][CH2:47][O:48][C:49](=[O:50])[CH3:51].[ClH:40]>>[NH2:5][CH:9]1[CH:10]([NH:15][c:16]2[n:17][c:18]([C:27](=[O:28])[NH:29][CH2:30][CH2:31][O:32][CH3:33])[n:19][c:20]3[cH:21][cH:22][c:23]([CH3:26])[cH:24][c:25]23)[CH2:11][CH2:12][CH2:13][CH2:14]1.